The task is: describe an organic reaction: reactants, conditions, products, and yield. This data is from the Open Reaction Database (ORD), a public repository of structured organic reaction records. Starting materials: CCCNC1CCc2c(cccc2NC(C)=O)C1, ClCCl, O=CO, N, O. The product is CCCN(C)C1CCc2c(cccc2NC(C)=O)C1. Reaction SMILES: [C:1]([CH3:2])(=[O:3])[NH:4][c:5]1[c:6]2[c:11]([cH:12][cH:13][cH:14]1)[CH2:10][CH:9]([NH:15][CH2:16][CH2:17][CH3:18])[CH2:8][CH2:7]2.[CH2:24]([Cl:25])[Cl:26].[CH:19]([OH:20])=[O:21].[NH3:23].[OH2:22]>>[C:1]([CH3:2])(=[O:3])[NH:4][c:5]1[c:6]2[c:11]([cH:12][cH:13][cH:14]1)[CH2:10][CH:9]([N:15]([CH2:16][CH2:17][CH3:18])[CH3:19])[CH2:8][CH2:7]2. The reactants are C(CC)N(C1CC2=CC(=C(C=C2C1)C(=O)[O-])C(=O)[O-])CCC (2-(dipropylamino)-2,3-dihydro-1H-indene-5,6-dicarboxylate), COC1=C(CN)C=CC=C1 (o-methoxybenzylamine), Cl (HCl). Yields the product C(CC)N(C1CC=2C(=CC=3C(N(C(C3C2)=O)CC2=C(C=CC=C2)OC)=O)C1)CCC (6-(Dipropylamino)-6,7-dihydro-2-[(2-methoxyphenyl)methyl]cyclopent[f]isoindole-1,3(2H,5H)-dione). As a reaction SMILES: [CH2:1]([N:4]([CH2:20][CH2:21][CH3:22])[CH:5]1[CH2:13][C:12]2[C:7](=[CH:8][C:9]([C:17]([O-:19])=O)=[C:10]([C:14]([O-:16])=O)[CH:11]=2)[CH2:6]1)[CH2:2][CH3:3].[CH3:23][O:24][C:25]1[CH:32]=[CH:31][CH:30]=[CH:29][C:26]=1[CH2:27][NH2:28].Cl>>[CH2:20]([N:4]([CH2:1][CH2:2][CH3:3])[CH:5]1[CH2:6][C:7]2=[CH:8][C:9]3[C:17](=[O:19])[N:28]([CH2:27][C:26]4[CH:29]=[CH:30][CH:31]=[CH:32][C:25]=4[O:24][CH3:23])[C:14](=[O:16])[C:10]=3[CH:11]=[C:12]2[CH2:13]1)[CH2:21][CH3:22]. Reported procedure: Using procedure 49, 2-(dipropylamino)-2,3-dihydro-1H-indene-5,6-dicarboxylate (92, 0.35 g, 1.0 mmol) was treated with o-methoxybenzylamine (0.18 mL, 1.4 mmol). Purification using silica gel, eluting with 5:1 CH2Cl2 /acetone, afforded an oil that was converted to an HCl salt and recrystallized from hot MeOH/EtOAc to give 103 as a white solid (m.p.205° C.). The reactants are [Al+3], O=C([O-])O, COC(=O)c1cc(C)cc(NC(=O)c2nnnn2Cc2ccccc2)c1O, CCOC(C)=O, [Cl-], [Cl-], [Cl-], ClCCl, Cl, [K+]. Yields the product COC(=O)c1cc(C)cc(NC(=O)c2nnn[nH]2)c1O. Reaction SMILES: [Al+3:29].[C:42](=[O:43])([OH:44])[O-:45].[CH2:1]([c:2]1[cH:3][cH:4][cH:5][cH:6][cH:7]1)[n:8]1[n:9][n:10][n:11][c:12]1[C:13](=[O:14])[NH:15][c:16]1[c:17]([OH:27])[c:18]([C:23](=[O:24])[O:25][CH3:26])[cH:19][c:20]([CH3:22])[cH:21]1.[CH3:33][CH2:34][O:35][C:36](=[O:37])[CH3:38].[Cl-:28].[Cl-:30].[Cl-:31].[Cl:39][CH2:40][Cl:41].[ClH:32].[K+:46]>>[n:8]1[n:9][n:10][nH:11][c:12]1[C:13](=[O:14])[NH:15][c:16]1[c:17]([OH:27])[c:18]([C:23](=[O:24])[O:25][CH3:26])[cH:19][c:20]([CH3:22])[cH:21]1. Starting materials: C(C)C1=CN(C2=NC=CC(=C21)C=2C=NC1=CC=CC=C1C2)C2=CC(=C(C#N)C=C2)NCCCCO (4-{3-ethyl-4-(quinolin-3-yl)-1H-pyrrolo[2,3-b]pyridin-1-yl}-2-(4-hydroxybutylamino)benzonitrile), BrC1=C(C#N)C=CC(=C1)N1C=C(C=2C1=NC=CC2C=2C=NC1=CC=CC=C1C2)CC (2-Bromo-4-{3-ethyl-4-(quinolin-3-yl)-1H-pyrrolo[2,3-b]pyridin-1-yl}benzonitrile), NCCCCO (4-amino-1-butanol). Yields the product crude product, C(C)C1=CN(C2=NC=CC(=C21)C=2C=NC1=CC=CC=C1C2)C=2C(=C(C#N)C=CC2)NCCCCO ((3-ethyl-4-(quinolin-3-yl)-1H-pyrrolo[2,3-b]pyridin-1-yl}-2-(4-hydroxybutylamino)benzonitrile). Yield: 38.0%. Reaction SMILES: BrC1C=C(N2[C:14]3=[N:15][CH:16]=[CH:17][C:18]([C:19]4[CH:20]=[N:21][C:22]5[C:27]([CH:28]=4)=[CH:26][CH:25]=[CH:24][CH:23]=5)=[C:13]3C(CC)=C2)C=CC=1C#N.[NH2:31][CH2:32][CH2:33][CH2:34][CH2:35]O.C(C1C2C(=NC=CC=2C2C=NC3C(C=2)=CC=CC=3)N([C:58]2[CH:65]=[CH:64][C:61]([C:62]#[N:63])=[C:60]([NH:66][CH2:67][CH2:68][CH2:69][CH2:70][OH:71])[CH:59]=2)C=1)C>>[CH2:34]([C:33]1[C:13]2[C:14](=[N:15][CH:16]=[CH:17][C:18]=2[C:19]2[CH:20]=[N:21][C:22]3[C:27]([CH:28]=2)=[CH:26][CH:25]=[CH:24][CH:23]=3)[N:31]([C:59]2[C:60]([NH:66][CH2:67][CH2:68][CH2:69][CH2:70][OH:71])=[C:61]([CH:64]=[CH:65][CH:58]=2)[C:62]#[N:63])[CH:32]=1)[CH3:35]. Reported procedure: According to Example 1(6), a crude product of 4-{(3-ethyl-4-(quinolin-3-yl)-1H-pyrrolo[2,3-b]pyridin-1-yl}-2-(4-hydroxybutylamino)benzonitrile was prepared using compound (41h) instead of compound (1e) and using 4-amino-1-butanol instead of trans-aminocyclohexanol and was used in the subsequent reaction without being purified. According to Example 1(7), compound (74) (the second stage yield: 38%) was prepared as a white solid using 4-{3-ethyl-4-(quinolin-3-yl)-1H-pyrrolo[2,3-b]pyridin-1-yl}-2-(4... Reactants: FC1=CC=C(CN2C(N(C[C@@H]2C)C=2SC(=C(N2)C)C(=O)O)=O)C=C1 ((S)-2-(3-(4-fluorobenzyl)-4-methyl-2-oxoimidazolidin-1-yl)-4-methylthiazole-5-carboxylic acid), FC1=CC=C(CN2C(N([C@H](C2)C)C=2SC(=C(N2)C)C(=O)O)=O)C=C1 ((S)-2-(3-(4-fluorobenzyl)-5-methyl-2-oxoimidazolidin-1-yl)-4-methylthiazole-5-carboxylic acid), N1=CC(=CC=C1)CN (pyridin-3-ylmethanamine), CN1N=CC(=C1)CN ((1-methyl-1H-pyrazol-4-yl)methanamine). Yields the product FC1=CC=C(CN2C(N([C@H](C2)C)C=2SC(=C(N2)C)C(=O)NCC=2C=NN(C2)C)=O)C=C1 ((S)-2-(3-(4-fluorobenzyl)-5-methyl-2-oxoimidazolidin-1-yl)-4-methyl-N-((1-methyl-1H-pyrazol-4-yl)methyl)thiazole-5-carboxamide), solid. Yield: 70.0%. RXN SMILES: N1C=CC=C(CN)C=1.[CH3:9][N:10]1[CH:14]=[C:13]([CH2:15][NH2:16])[CH:12]=[N:11]1.FC1C=CC(CN2[C@@H](C)CN(C3SC(C(O)=O)=C(C)N=3)C2=O)=CC=1.[F:41][C:42]1[CH:64]=[CH:63][C:45]([CH2:46][N:47]2[CH2:51][C@H:50]([CH3:52])[N:49]([C:53]3[S:54][C:55]([C:59](O)=[O:60])=[C:56]([CH3:58])[N:57]=3)[C:48]2=[O:62])=[CH:44][CH:43]=1>>[F:41][C:42]1[CH:64]=[CH:63][C:45]([CH2:46][N:47]2[CH2:51][C@H:50]([CH3:52])[N:49]([C:53]3[S:54][C:55]([C:59]([NH:16][CH2:15][C:13]4[CH:12]=[N:11][N:10]([CH3:9])[CH:14]=4)=[O:60])=[C:56]([CH3:58])[N:57]=3)[C:48]2=[O:62])=[CH:44][CH:43]=1. Procedure details: Following the procedure as described in Example 2, making variations as required to replace pyridin-3-ylmethanamine with (1-methyl-1H-pyrazol-4-yl)methanamine and replace (S)-2-(3-(4-fluorobenzyl)-4-methyl-2-oxoimidazolidin-1-yl)-4-methylthiazole-5-carboxylic acid with (S)-2-(3-(4-fluorobenzyl)-5-methyl-2-oxoimidazolidin-1-yl)-4-methylthiazole-5-carboxylic acid, the title compound was obtained as a white solid (70%): mp 176-177° C. (N,N-dimethylformamide/water); 1H NMR (300 MHz, DMSO-d6) δ 8.28 ...